From a dataset of the Open Reaction Database (ORD), a public repository of structured organic reaction records. describe an organic reaction: reactants, conditions, products, and yield Starting materials: [H-].[Na+] (sodium hydride), ClC=1C=C(C(=NC1)NC)[N+](=O)[O-] (5-chloro-2-methylamino-3-nitropyridine), O (water), C1(=CC=C(C=C1)S(=O)(=O)Cl)C (p-toluenesulfonyl chloride). Solvent: CN(C)C=O (DMF). Reaction conditions: time 30 minute. Product: ClC=1C=C(C(=NC1)N(S(=O)(=O)C1=CC=C(C=C1)C)C)[N+](=O)[O-] (N-(5-Chloro-3-nitropyridin-2-yl)-N-methyl-p-toluenesulfonamide). Isolated yield 43.8%. Reaction SMILES: [H-].[Na+].[Cl:3][C:4]1[CH:5]=[C:6]([N+:12]([O-:14])=[O:13])[C:7]([NH:10][CH3:11])=[N:8][CH:9]=1.[C:15]1([CH3:25])[CH:20]=[CH:19][C:18]([S:21](Cl)(=[O:23])=[O:22])=[CH:17][CH:16]=1.O>CN(C=O)C>[Cl:3][C:4]1[CH:5]=[C:6]([N+:12]([O-:14])=[O:13])[C:7]([N:10]([CH3:11])[S:21]([C:18]2[CH:19]=[CH:20][C:15]([CH3:25])=[CH:16][CH:17]=2)(=[O:23])=[O:22])=[N:8][CH:9]=1 |f:0.1|. Reported procedure: To a suspension of sodium hydride (60%, 0.05 g (1.25 mmol)) in 2.0 ml of DMF, 5-chloro-2-methylamino-3-nitropyridine (0.20 g (1.07 mmol)) was added under cooling with ice and with stirring. To the resulting mixture, after 15 minutes' stirring under cooling with ice, p-toluenesulfonyl chloride (0.23 g (1.21 mmol)) was added. The reaction mixture was stirred under cooling with ice for 30 minutes and then at room temperature for 30 minutes, poured into water and extracted with ethyl acetate. The ex...